This data is from the Open Reaction Database (ORD), a public repository of structured organic reaction records. The task is: describe an organic reaction: reactants, conditions, products, and yield Starting materials: Fc1ccc(Br)o1, O=C(O)c1ccc(Br)o1, O=C([O-])O, [Li]CCCC, CCCC[Sn](Cl)(CCCC)CCCC, CCCCC, CCCCC, [Na+], O. Yields the product CCCC[Sn](CCCC)(CCCC)c1ccc(F)o1. Reaction SMILES: [Br:15][c:16]1[cH:17][cH:18][c:19]([F:21])[o:20]1.[Br:1][c:2]1[o:3][c:4]([C:5]([OH:6])=[O:7])[cH:8][cH:9]1.[C:10](=[O:11])([OH:12])[O-:13].[CH2:22]([Li:23])[CH2:24][CH2:25][CH3:26].[CH2:27]([CH2:28][CH2:29][CH3:30])[Sn:31]([CH2:32][CH2:33][CH2:34][CH3:35])([CH2:36][CH2:37][CH2:38][CH3:39])[Cl:40].[CH3:42][CH2:43][CH2:44][CH2:45][CH3:46].[CH3:47][CH2:48][CH2:49][CH2:50][CH3:51].[Na+:14].[OH2:41]>>[c:16]1([Sn:31]([CH2:27][CH2:28][CH2:29][CH3:30])([CH2:32][CH2:33][CH2:34][CH3:35])[CH2:36][CH2:37][CH2:38][CH3:39])[cH:17][cH:18][c:19]([F:21])[o:20]1. The reactants are C(C)(=O)OC(C)=O (Acetic anhydride), OCCCNC(=O)NC1=C(C(=NS1)C1=CC=C(C=C1)[N+](=O)[O-])C(=O)N (5-({[(3-hydroxypropyl)amino]carbonyl}amino)-3-(4-nitrophenyl)isothiazole-4-carboxamide). The solvent is N1=CC=CC=C1 (pyridine). Run at time 2 hour. The product is C(C)(=O)OCCCNC(=O)NC1=C(C(=NS1)C1=CC=C(C=C1)[N+](=O)[O-])C(=O)N (3-[({[4-(Aminocarbonyl)-3-(4-nitrophenyl)isothiazol-5-yl]amino}carbonyl)amino]propyl acetate). The yield is 93.6%. As a reaction SMILES: [C:1]([O:4][C:5](=[O:7])[CH3:6])(=O)[CH3:2].OCC[CH2:11][NH:12][C:13]([NH:15][C:16]1[S:20][N:19]=[C:18]([C:21]2[CH:26]=[CH:25][C:24]([N+:27]([O-:29])=[O:28])=[CH:23][CH:22]=2)[C:17]=1[C:30]([NH2:32])=[O:31])=[O:14]>N1C=CC=CC=1>[C:5]([O:4][CH2:1][CH2:2][CH2:11][NH:12][C:13]([NH:15][C:16]1[S:20][N:19]=[C:18]([C:21]2[CH:22]=[CH:23][C:24]([N+:27]([O-:29])=[O:28])=[CH:25][CH:26]=2)[C:17]=1[C:30]([NH2:32])=[O:31])=[O:14])(=[O:7])[CH3:6]. Procedure details: Acetic anhydride (4.2 g 0.041 mol) was added to a solution of 5-({[(3-hydroxypropyl)amino]carbonyl}amino)-3-(4-nitrophenyl)isothiazole-4-carboxamide (12.0 g, 0.032 mol) in pyridine (120 mL) at ambient temperature over 10 min. The resulting mixture was stirred at ambient temperature for 2 hr. The reaction mixture was concentrated in vacuo. The residue taken in EtOAc (500 mL) and washed with water and brine then dried (sodium sulfate), filtered, solvent concentrated in vacuo to give the title comp... Reactants: Cc1ncsc1C(O)c1cccc([N+](=O)[O-])c1, CCO, [H][H]. Yields the product Cc1ncsc1C(O)c1cccc(N)c1. As a reaction SMILES: [CH3:1][c:2]1[n:3][cH:4][s:5][c:6]1[CH:7]([OH:8])[c:9]1[cH:10][c:11]([N+:15]([O-:16])=[O:17])[cH:12][cH:13][cH:14]1.[CH3:20][CH2:21][OH:22].[H:18][H:19]>>[CH3:1][c:2]1[n:3][cH:4][s:5][c:6]1[CH:7]([OH:8])[c:9]1[cH:10][c:11]([NH2:15])[cH:12][cH:13][cH:14]1. The reactants are C(C)(=O)O (acetic acid), C(C)=O (Acetaldehyde), Cl.ClC1=C(C=CC(=C1)NN)CN1OCC(C1=O)(C)C (2-[(2-chloro-4-hydrazinophenyl)methyl]-4,4-dimethyl-3-isoxazolidinone hydrochloride), C(#N)[BH3-].[Na+] (sodium cyanoborohydride). Run in C(C)#N (acetonitrile), CCOCC (ether). Procedure: Acetaldehyde (0.3 ml, 0.007 mole) was added by pipet to a stirred solution of 2-[(2-chloro-4-hydrazinophenyl)methyl]-4,4-dimethyl-3-isoxazolidinone hydrochloride (0.8 g, 0.0026 mole) and sodium cyanoborohydride (0.16 g, 0.0026 mole), in acetonitrile 25 ml). Glacial acetic acid (2 ml) was added, and the resulting mixture stirred at ambient temperature overnight. The reaction mixture was diluted with ether (200 ml) and washed with aqueous 0.5N sodium hydroxide (50 ml), then with water (2×50 ml). T... Conditions: time 8 hour. RXN SMILES: [CH:1](=O)[CH3:2].Cl.[Cl:5][C:6]1[CH:11]=[C:10]([NH:12][NH2:13])[CH:9]=[CH:8][C:7]=1[CH2:14][N:15]1[C:19](=[O:20])[C:18]([CH3:22])([CH3:21])[CH2:17][O:16]1.C([BH3-])#N.[Na+].[C:27](O)(=O)[CH3:28]>C(#N)C.CCOCC>[Cl:5][C:6]1[CH:11]=[C:10]([NH:12][N:13]([CH2:1][CH3:2])[CH2:27][CH3:28])[CH:9]=[CH:8][C:7]=1[CH2:14][N:15]1[C:19](=[O:20])[C:18]([CH3:22])([CH3:21])[CH2:17][O:16]1 |f:1.2,3.4|. The product is ClC1=C(C=CC(=C1)NN(CC)CC)CN1OCC(C1=O)(C)C (2-[[2-chloro-4-(2,2-diethylhydrazinyl)phenyl]methyl]-4,4-dimethyl-3-isoxazolidinone).